This data is from the Open Reaction Database (ORD), a public repository of structured organic reaction records. The task is: describe an organic reaction: reactants, conditions, products, and yield RXN SMILES: [NH:1]1[C@@H:9]2[C@H:4]([CH2:5][CH2:6][CH2:7][CH2:8]2)[CH2:3][C@H:2]1[C:10]([OH:12])=[O:11].S(Cl)([Cl:15])=O.[CH2:17](O)[C:18]1[CH:23]=[CH:22][CH:21]=[CH:20][CH:19]=1>ClCCl>[ClH:15].[NH:1]1[C@@H:9]2[C@H:4]([CH2:5][CH2:6][CH2:7][CH2:8]2)[CH2:3][C@H:2]1[C:10]([O:12][CH2:17][C:18]1[CH:23]=[CH:22][CH:21]=[CH:20][CH:19]=1)=[O:11] |f:4.5|. Product: Cl.N1[C@@H](C[C@H]2CCCC[C@H]12)C(=O)OCC1=CC=CC=C1 ((2S,3aR,7aS)-benzyl octahydro-1H-indole-2-carboxylate hydrochloride salt). Starting materials: N1[C@@H](C[C@H]2CCCC[C@H]12)C(=O)O ((2S,3aR,7aS)-octahydro-1H-indole-2-carboxylic acid), S(=O)(Cl)Cl (thionyl chloride), C(C1=CC=CC=C1)O (benzyl alcohol). Procedure: Additionally, as depicted in FIG. 3, the production of (2S,3aR,7aS)-benzyl octahydro-1H-indole-2-carboxylate hydrochloride salt (3), a key intermediate in the production of trandolaprilat and trandolapril, may be produced using a starting material of crystalline ((1S,2S)-2-((S)-1-phenylethylamino)cyclohexyl)methanol (11). The first step of the process involves reaction with a catalyst including, but not limited to, palladium on carbon or palladium hydroxide on carbon in the presence of an alcoho... Run in ClCCl (dichloromethane). Starting materials: CN(C)c1ccncc1, COc1cc2nccc(Cl)c2cc1OC, Clc1ccccc1, O, COc1ccc(C=O)c(O)c1. Product: COc1ccc(C=O)c(Oc2ccnc3cc(OC)c(OC)cc23)c1. RXN SMILES: [CH3:28][N:29]([CH3:30])[c:31]1[cH:32][cH:33][n:34][cH:35][cH:36]1.[Cl:1][c:2]1[cH:3][cH:4][n:5][c:6]2[cH:7][c:8]([O:14][CH3:15])[c:9]([O:12][CH3:13])[cH:10][c:11]12.[Cl:37][c:38]1[cH:39][cH:40][cH:41][cH:42][cH:43]1.[OH2:27].[OH:16][c:17]1[c:18]([CH:19]=[O:20])[cH:21][cH:22][c:23]([O:25][CH3:26])[cH:24]1>>[c:2]1([O:16][c:17]2[c:18]([CH:19]=[O:20])[cH:21][cH:22][c:23]([O:25][CH3:26])[cH:24]2)[cH:3][cH:4][n:5][c:6]2[cH:7][c:8]([O:14][CH3:15])[c:9]([O:12][CH3:13])[cH:10][c:11]12. Starting materials: C=CC(=O)OCC, CC(C)=O, Cl, O=N[O-], CC(=O)c1ccc(N)cc1, [Na+], O. Product: CCOC(=O)C(Cl)Cc1ccc(C(C)=O)cc1. As a reaction SMILES: [C:16]([CH:17]=[CH2:18])(=[O:19])[O:20][CH2:21][CH3:22].[CH3:23][C:24](=[O:25])[CH3:26].[ClH:11].[N:12]([O-:13])=[O:14].[NH2:1][c:2]1[cH:3][cH:4][c:5]([C:8]([CH3:9])=[O:10])[cH:6][cH:7]1.[Na+:15].[OH2:27]>>[c:2]1([CH2:18][CH:17]([Cl:11])[C:16](=[O:19])[O:20][CH2:21][CH3:22])[cH:3][cH:4][c:5]([C:8]([CH3:9])=[O:10])[cH:6][cH:7]1. The reactants are OCC1=C(CCCC1)C1=CC=C(C=C1)NC(C1=C(C=CC=C1F)F)=O (N-[4-(2-hydroxymethyl-cyclohex-1-enyl)-phenyl]-2,6-difluoro-benzamide), CC(=O)OI1(C=2C=CC=CC2C(=O)O1)(OC(=O)C)OC(=O)C (Dess-Martin reagent). The solvent is C(Cl)Cl (DCM). Conditions: time 20 minute. The product is C(=O)C1=C(CCCC1)C1=CC=C(C=C1)NC(C1=C(C=CC=C1F)F)=O (N-[4-(2-formyl-cyclohex-1-enyl)-phenyl]-2,6-difluoro-benzamide). Isolated yield 76.9%. Reaction SMILES: [OH:1][CH2:2][C:3]1[CH2:8][CH2:7][CH2:6][CH2:5][C:4]=1[C:9]1[CH:14]=[CH:13][C:12]([NH:15][C:16](=[O:25])[C:17]2[C:22]([F:23])=[CH:21][CH:20]=[CH:19][C:18]=2[F:24])=[CH:11][CH:10]=1.CC(OI1(OC(C)=O)(OC(C)=O)OC(=O)C2C=CC=CC1=2)=O>C(Cl)Cl>[CH:2]([C:3]1[CH2:8][CH2:7][CH2:6][CH2:5][C:4]=1[C:9]1[CH:14]=[CH:13][C:12]([NH:15][C:16](=[O:25])[C:17]2[C:18]([F:24])=[CH:19][CH:20]=[CH:21][C:22]=2[F:23])=[CH:11][CH:10]=1)=[O:1]. Reported procedure: To the solution of Compound 22 (55 mg, 0.16 mmol) in DCM (4 mL) was added Dess-Martin reagent (100 mg, 0.24 mmol). The solution was stirred at room temperature for 20 min before it was concentrated and chromatographed to afford Compound 100 (42 mg, 78%). 1H NMR (300 MHz, CDCl3) δ 9.52 (s, 1H), 7.68-7.65 (m, 3H), 7.47-7.41 (m, 1H), 7.25 (d, J=8.4 Hz, 2H), 7.02 (t, J=8.1 Hz, 2H), 2.55-2.51 (m, 2H), 2.37-2.31 (m, 2H), 1.79-1.71 (m, 4H); ESMS cacld (C20H17F2NO2): 341.1; found: 342.1 (M+H).